describe an organic reaction: reactants, conditions, products, and yield From a dataset of the Open Reaction Database (ORD), a public repository of structured organic reaction records. Starting materials: O=C1CC2CCCC(C1)N2Cc1ccccc1, CC(=O)O, Cl. The product is Cl, O=C1CC2CCCC(C1)N2. RXN SMILES: [CH2:2]([c:3]1[cH:4][cH:5][cH:6][cH:7][cH:8]1)[N:9]1[CH:10]2[CH2:11][C:12](=[O:18])[CH2:13][CH:14]1[CH2:15][CH2:16][CH2:17]2.[CH3:19][C:20](=[O:21])[OH:22].[ClH:1]>>[ClH:1].[NH:9]1[CH:10]2[CH2:11][C:12](=[O:18])[CH2:13][CH:14]1[CH2:15][CH2:16][CH2:17]2. Reactants: C(C1=CC=CC=C1)OCCC=1N=C(OC1C)C1=CC=C(C=C1)Br (4-(2-benzyloxy-ethyl)-2-(4-bromo-phenyl)-5-methyl-oxazole), C(C)(C)(C)P(C1=C(C=CC=C1)C1=CC=CC=C1)C(C)(C)C (2-(di-t-butylphosphino)biphenyl), CNC1=CC=CC=C1 (N-methyl aniline), CC(C)([O-])C.[Na+] (sodium t-butoxide). The reagents and catalysts are CC(=O)[O-].CC(=O)[O-].[Pd+2] (Pd(OAc)2). Solvent: C1(=CC=CC=C1)C (toluene). Run at temperature 105 celsius. Product: C(C1=CC=CC=C1)OCCC=1N=C(OC1C)C1=CC=C(C=C1)N(C1=CC=CC=C1)C ({4-[4-(2-Benzyloxy-ethyl)-5-methyl-oxazol-2-yl]-phenyl}-methyl-phenyl-amine). The yield is 91.0%. Reaction SMILES: [CH2:1]([O:8][CH2:9][CH2:10][C:11]1[N:12]=[C:13]([C:17]2[CH:22]=[CH:21][C:20](Br)=[CH:19][CH:18]=2)[O:14][C:15]=1[CH3:16])[C:2]1[CH:7]=[CH:6][CH:5]=[CH:4][CH:3]=1.C(P(C(C)(C)C)C1C=CC=CC=1C1C=CC=CC=1)(C)(C)C.[CH3:45][NH:46][C:47]1[CH:52]=[CH:51][CH:50]=[CH:49][CH:48]=1.CC(C)([O-])C.[Na+]>C1(C)C=CC=CC=1.CC([O-])=O.CC([O-])=O.[Pd+2]>[CH2:1]([O:8][CH2:9][CH2:10][C:11]1[N:12]=[C:13]([C:17]2[CH:22]=[CH:21][C:20]([N:46]([CH3:45])[C:47]3[CH:52]=[CH:51][CH:50]=[CH:49][CH:48]=3)=[CH:19][CH:18]=2)[O:14][C:15]=1[CH3:16])[C:2]1[CH:7]=[CH:6][CH:5]=[CH:4][CH:3]=1 |f:3.4,6.7.8|. Procedure: A solution of 4-(2-benzyloxy-ethyl)-2-(4-bromo-phenyl)-5-methyl-oxazole (200 mg, 0.538 mmol) in toluene (5.0 mL) in a seal tube under nitrogen gas flow was treated with Pd(OAc)2 (50 mg), 2-(di-t-butylphosphino)biphenyl (20 mg), N-methyl aniline (115 mg, 1.08 mmol), and sodium t-butoxide (104 mg, 1.08 mmol). The tube was sealed and heated at 105° C. for 14 h. The mixture was cooled and purified directly by silica gel column chromatography (30-50% EtOAc/hexanes) to yield the title compound (195 mg... The reactants are CCC(CO[Si](c1ccccc1)(c1ccccc1)C(C)(C)C)N1C(=O)CCC(c2cccc(Cl)c2)C1c1ccc(Cl)cn1, CI. Yields the product CCC(CO[Si](c1ccccc1)(c1ccccc1)C(C)(C)C)N1C(=O)C(C)CC(c2cccc(Cl)c2)C1c1ccc(Cl)cn1. RXN SMILES: [C:1]([CH3:2])([CH3:3])([CH3:4])[Si:5]([O:6][CH2:7][CH:8]([CH2:9][CH3:10])[N:11]1[C:12](=[O:31])[CH2:13][CH2:14][CH:15]([c:24]2[cH:25][c:26]([Cl:30])[cH:27][cH:28][cH:29]2)[CH:16]1[c:17]1[n:18][cH:19][c:20]([Cl:23])[cH:21][cH:22]1)([c:32]1[cH:33][cH:34][cH:35][cH:36][cH:37]1)[c:38]1[cH:39][cH:40][cH:41][cH:42][cH:43]1.[CH3:44][I:45]>>[C:1]([CH3:2])([CH3:3])([CH3:4])[Si:5]([O:6][CH2:7][CH:8]([CH2:9][CH3:10])[N:11]1[C:12](=[O:31])[CH:13]([CH3:44])[CH2:14][CH:15]([c:24]2[cH:25][c:26]([Cl:30])[cH:27][cH:28][cH:29]2)[CH:16]1[c:17]1[n:18][cH:19][c:20]([Cl:23])[cH:21][cH:22]1)([c:32]1[cH:33][cH:34][cH:35][cH:36][cH:37]1)[c:38]1[cH:39][cH:40][cH:41][cH:42][cH:43]1. Reactants: N[C@H]1CN(CCC1)C1=CC(N(C(N1CC1=C(C#N)C=CC=C1)=O)C)=O ((R)-2-((6-(3-aminopiperidin-1-yl)-3-methyl-2,4-dioxo-3,4-dihydropyrimidin-1(2H)-yl)methyl)benzonitrile), Cl (HCl). Solvent: C1CCOC1 (THF), O1CCOCC1 (dioxane). Product: N[C@H]1CN(CCC1)C1=C(C(NC(N1CC1=C(C#N)C=CC=C1)=O)=O)Cl (2-{6-[3(R)-Amino-piperidin-1-yl]-5-chloro-2,4-dioxo-3,4-dihydro-2H-pyrimidin-1-ylmethyl}-benzonitrile). RXN SMILES: [NH2:1][C@@H:2]1[CH2:7][CH2:6][CH2:5][N:4]([C:8]2[N:13]([CH2:14][C:15]3[CH:22]=[CH:21][CH:20]=[CH:19][C:16]=3[C:17]#[N:18])[C:12](=[O:23])[N:11](C)[C:10](=[O:25])[CH:9]=2)[CH2:3]1.[ClH:26]>C1COCC1.O1CCOCC1>[NH2:1][C@@H:2]1[CH2:7][CH2:6][CH2:5][N:4]([C:8]2[N:13]([CH2:14][C:15]3[CH:22]=[CH:21][CH:20]=[CH:19][C:16]=3[C:17]#[N:18])[C:12](=[O:23])[NH:11][C:10](=[O:25])[C:9]=2[Cl:26])[CH2:3]1. Reported procedure: Compound 4 (100 mg) in THF (2 mL) was treated with 4M HCl in dioxane (1 mL) at RT for 1 h, concentrated, and then purified by LC-MS to give the title compound. 1H-NMR (400 MHz, DMSO-D6): 8 ppm 12.0 (s, 1H), 7.88 (d, J=7.6 Hz, 1 H), 7.68 (t, J=7.7 Hz, 1 H), 7.49 (t, J=7.7 Hz, 1 H), 7.36 (d, J=7.8 Hz, 1 H), 5.09-5.21 (m, 2 H), 3.17 (m, 2 H), 2.96 (t, J=11.1 Hz, 1 H), 2.86 (d, J=10.6 Hz, 1 H), 2.65 (m, 1 H), 1.90 (d, J=11.6 Hz, 1 H), 1.57 (d, J=13.1 Hz, 1 H), 1.19-1.31 (m, 1 H), 1.03-1.15 (m, 1 H).... Reactants: [H-].[Na+] (Sodium hydride), CN(C)C=O (DMF), OC=1C=C(C(=O)OCC)C=C(C1I)O (ethyl 3,5-dihydroxy-4-iodobenzoate), ICC (Iodoethane). Run in O (Water). Run at temperature 0 celsius, time 30 minute. Yields the product C(C)OC=1C=C(C(=O)OCC)C=C(C1I)O (Ethyl 3-ethoxy-5-hydroxy-4-iodobenzoate). As a reaction SMILES: [H-].[Na+].CN(C=O)C.[OH:8][C:9]1[CH:10]=[C:11]([CH:17]=[C:18]([OH:21])[C:19]=1[I:20])[C:12]([O:14][CH2:15][CH3:16])=[O:13].I[CH2:23][CH3:24]>O>[CH2:23]([O:8][C:9]1[CH:10]=[C:11]([CH:17]=[C:18]([OH:21])[C:19]=1[I:20])[C:12]([O:14][CH2:15][CH3:16])=[O:13])[CH3:24] |f:0.1|. Procedure: Sodium hydride (60% oil, 3.99 g) was added to a DMF (100 mL) solution of ethyl 3,5-dihydroxy-4-iodobenzoate (15.0 g), and the mixture was stirred at 0° C. for 30 minutes in a nitrogen atmosphere. Iodoethane (4.09 mL) was added to the reaction mixture, and the mixture was stirred at room temperature for 2 hours. Water was added to the reaction mixture, followed by extraction with ethyl acetate. The obtained organic layer was washed with saturated saline and dried over anhydrous magnesium sulfate,... Procedure details: To a solution of tert-butyl 5′-chloro-2′-fluoro-2,4′-bipyridin-6-yl((2,2-dimethyltetrahydro-2H-pyran-4-yl)methyl)carbamate (950 mg, 2.111 mmol) in methanol (5 mL) was added 4M HCl/dioxane (15 mL, 494 mmol). The resulting mixture was stirred for ˜45 min at ambient temperature. The mixture then was concentrated in vacuo and the resulting residue was dissolved in EtOAc (˜50 mL) and saturated aqueous NaHCO3 solution (˜50 mL). The separated organic layer was washed with saturated aqueous NaHCO3 solut... Reaction SMILES: [Cl:1][C:2]1[C:3]([C:9]2[CH:14]=[CH:13][CH:12]=[C:11]([N:15]([CH2:23][CH:24]3[CH2:29][CH2:28][O:27][C:26]([CH3:31])([CH3:30])[CH2:25]3)C(=O)OC(C)(C)C)[N:10]=2)=[CH:4][C:5]([F:8])=[N:6][CH:7]=1.Cl.O1CCOCC1>CO>[Cl:1][C:2]1[C:3]([C:9]2[CH:14]=[CH:13][CH:12]=[C:11]([NH:15][CH2:23][CH:24]3[CH2:29][CH2:28][O:27][C:26]([CH3:31])([CH3:30])[CH2:25]3)[N:10]=2)=[CH:4][C:5]([F:8])=[N:6][CH:7]=1 |f:1.2|. Reaction conditions: time 45 minute. The product is ClC=1C(=CC(=NC1)F)C1=NC(=CC=C1)NCC1CC(OCC1)(C)C ((R/S)-5′-chloro-N-((2,2-dimethyltetrahydro-2H-pyran-4-yl)methyl)-2′-fluoro-2,4′-bipyridin-6-amine). Starting materials: ClC=1C(=CC(=NC1)F)C1=NC(=CC=C1)N(C(OC(C)(C)C)=O)CC1CC(OCC1)(C)C (tert-butyl 5′-chloro-2′-fluoro-2,4′-bipyridin-6-yl((2,2-dimethyltetrahydro-2H-pyran-4-yl)methyl)carbamate), Cl.O1CCOCC1 (HCl dioxane). Run in CO (methanol). Reactants: CC(=O)OC(C)(C)C, [Li]CCCC, CC(C)NC(C)C, Cc1ccc(C(=O)Cl)c(O)c1. Product: Cc1ccc(C(=O)CC(=O)OC(C)(C)C)c(O)c1. As a reaction SMILES: [C:13]([CH3:14])(=[O:15])[O:16][C:17]([CH3:18])([CH3:19])[CH3:20].[CH3:8][CH2:9][CH2:10][CH2:11][Li:12].[CH:1]([NH:2][CH:3]([CH3:4])[CH3:5])([CH3:6])[CH3:7].[OH:21][c:22]1[c:23]([C:24](=[O:25])[Cl:26])[cH:27][cH:28][c:29]([CH3:31])[cH:30]1>>[C:13]([CH2:14][C:24]([c:23]1[c:22]([OH:21])[cH:30][c:29]([CH3:31])[cH:28][cH:27]1)=[O:25])(=[O:15])[O:16][C:17]([CH3:18])([CH3:19])[CH3:20].